The task is: describe an organic reaction: reactants, conditions, products, and yield. This data is from the Open Reaction Database (ORD), a public repository of structured organic reaction records. The reactants are C(C)(C)(C)C=1NC(=C(N1)C1=CC=C2C(=N1)N(C(=N2)N)CC(C)(C)C)C2=CC=C(C=C2)F (5-[2-tert-butyl-5-(4-fluoro-phenyl)-1H-imidazol-4-yl]-3-(2,2-dimethyl-propyl)-3H-imidazo[4,5-b]pyridin-2-ylamine), Cl (hydrochloric acid). Solvent: CC(=O)C (acetone). The product is Cl.Cl.C(C)(C)(C)C=1NC(=C(N1)C1=CC=C2C(=N1)N(C(=N2)N)CC(C)(C)C)C2=CC=C(C=C2)F (5-[2-tert-Butyl-5-(4-fluoro-phenyl)-1H-imidazol-4-yl]-3-(2,2-dimethyl-propyl)-3H-imidazo[4,5-b]pyridin-2-ylamine dihydrochloride). Reaction SMILES: [C:1]([C:5]1[NH:6][C:7]([C:25]2[CH:30]=[CH:29][C:28]([F:31])=[CH:27][CH:26]=2)=[C:8]([C:10]2[N:15]=[C:14]3[N:16]([CH2:20][C:21]([CH3:24])([CH3:23])[CH3:22])[C:17]([NH2:19])=[N:18][C:13]3=[CH:12][CH:11]=2)[N:9]=1)([CH3:4])([CH3:3])[CH3:2].[ClH:32]>CC(C)=O>[ClH:32].[ClH:32].[C:1]([C:5]1[NH:6][C:7]([C:25]2[CH:26]=[CH:27][C:28]([F:31])=[CH:29][CH:30]=2)=[C:8]([C:10]2[N:15]=[C:14]3[N:16]([CH2:20][C:21]([CH3:24])([CH3:23])[CH3:22])[C:17]([NH2:19])=[N:18][C:13]3=[CH:12][CH:11]=2)[N:9]=1)([CH3:2])([CH3:3])[CH3:4] |f:3.4.5|. Procedure: Dissolve 126 mg (0.3 mmol) 5-[2-tert-butyl-5-(4-fluoro-phenyl)-1H-imidazol-4-yl]-3-(2,2-dimethyl-propyl)-3H-imidazo[4,5-b]pyridin-2-ylamine in 2.0 mL acetone. Add 120 μL of 5N hydrochloric acid incrementally. Filter the resultant precipitate. Air dry to provide 140 mg (93%) of very light pink crystals. The reactants are COC(=O)C1=C(CC(=C(C1)O[Si](C)(C)C)O[Si](C)(C)C)C(=O)OC (4,5-bis(trimethylsilyloxy)cyclohexa- 1,4-diene- 1,2-dicarboxylic acid dimethyl ester), IC1=C(N)C=CC=C1 (2-iodoaniline). Solvent: C(C)(=O)O (acetic acid). The product is COC(C=1C(C(=O)OC)=CC(=C(C1)NC1=C(C=CC=C1)I)NC1=C(C=CC=C1)I)=O (4,5-Bis(2-iodoanilino)phthalic acid dimethyl ester). As a reaction SMILES: [CH3:1][O:2][C:3]([C:5]1[CH2:10][C:9](O[Si](C)(C)C)=[C:8](O[Si](C)(C)C)[CH2:7][C:6]=1[C:21]([O:23][CH3:24])=[O:22])=[O:4].[I:25][C:26]1[CH:32]=[CH:31][CH:30]=[CH:29][C:27]=1[NH2:28]>C(O)(=O)C>[CH3:1][O:2][C:3](=[O:4])[C:5]1[C:6](=[CH:7][C:8]([NH:28][C:27]2[CH:29]=[CH:30][CH:31]=[CH:32][C:26]=2[I:25])=[C:9]([NH:28][C:27]2[CH:29]=[CH:30][CH:31]=[CH:32][C:26]=2[I:25])[CH:10]=1)[C:21]([O:23][CH3:24])=[O:22]. Procedure details: A solution of 2.4 g (6 mmol) of 4,5-bis(trimethylsilyloxy)cyclohexa- 1,4-diene- 1,2-dicarboxylic acid dimethyl ester (Example 1a) and 5.3 g (24 mmol) of 2-iodoaniline in 24 ml of glacial acetic acid ii boiled under reflux for 2 hours. The reaction mixture is cooled, the solvent is evaporated off and the dark-brown residue is dissolved in dichloromethane and the solution is washed in succession with 20 ml of 1N HCl, 50 ml of saturated NaHCO3 and twice with 20 ml of water, dried with sodium sulfat... Reactants: CC(Br)C(=O)Br, CC(C)(C)O, CN(C)c1ccccc1, ClC(Cl)Cl, O=S(=O)(O)O. Yields the product CC(Br)C(=O)OC(C)(C)C. Reaction SMILES: [Br:1][CH:2]([C:3](=[O:4])[Br:5])[CH3:6].[C:21]([CH3:22])([CH3:23])([CH3:24])[OH:25].[CH3:7][N:8]([c:9]1[cH:10][cH:11][cH:12][cH:13][cH:14]1)[CH3:15].[CH:26]([Cl:27])([Cl:28])[Cl:29].[S:16](=[O:17])(=[O:18])([OH:19])[OH:20]>>[Br:1][CH:2]([C:3](=[O:4])[O:25][C:21]([CH3:22])([CH3:23])[CH3:24])[CH3:6]. The reactants are C1COCCO1, CCOC(C)=O, CC(Nc1nc(Cl)cc(N2CC(=O)NC(=O)C2)n1)c1ccc(F)cc1, [K+], [K+], [K+], Nc1cnccn1, O=P([O-])([O-])[O-]. Yields the product CC(Nc1nc(Nc2cnccn2)cc(N2CC(=O)NC(=O)C2)n1)c1ccc(F)cc1. Reaction SMILES: [CH2:41]1[O:42][CH2:43][CH2:44][O:45][CH2:46]1.[CH3:47][CH2:48][O:49][C:50](=[O:51])[CH3:52].[Cl:1][c:2]1[cH:3][c:4]([N:18]2[CH2:19][C:20](=[O:25])[NH:21][C:22](=[O:24])[CH2:23]2)[n:5][c:6]([NH:8][CH:9]([CH3:10])[c:11]2[cH:12][cH:13][c:14]([F:17])[cH:15][cH:16]2)[n:7]1.[K+:38].[K+:39].[K+:40].[NH2:26][c:27]1[n:28][cH:29][cH:30][n:31][cH:32]1.[P:33]([O-:34])([O-:35])([O-:36])=[O:37]>>[c:2]1([NH:26][c:27]2[n:28][cH:29][cH:30][n:31][cH:32]2)[cH:3][c:4]([N:18]2[CH2:19][C:20](=[O:25])[NH:21][C:22](=[O:24])[CH2:23]2)[n:5][c:6]([NH:8][CH:9]([CH3:10])[c:11]2[cH:12][cH:13][c:14]([F:17])[cH:15][cH:16]2)[n:7]1. The reactants are compound 139, Cl.ClCC1=C(N=C2N1C=C(C=C2)C)C2=CC=C(C=C2)C (3-(chloromethyl)-6-methyl-2-p-tolylimidazo[1,2-a]pyridine hydrochloride), C1(=CC=CC=C1)S (benzenethiol). Product: CC=1C=CC=2N(C1)C(=C(N2)C2=CC=C(C=C2)C)CSC2=CC=CC=C2 (6-Methyl-3-phenylsulfanylmethyl-2-p-tolyl-imidazo[1,2-a]pyridine). Reaction SMILES: Cl.Cl[CH2:3][C:4]1[N:8]2[CH:9]=[C:10]([CH3:13])[CH:11]=[CH:12][C:7]2=[N:6][C:5]=1[C:14]1[CH:19]=[CH:18][C:17]([CH3:20])=[CH:16][CH:15]=1.[C:21]1([SH:27])[CH:26]=[CH:25][CH:24]=[CH:23][CH:22]=1>>[CH3:13][C:10]1[CH:11]=[CH:12][C:7]2[N:8]([C:4]([CH2:3][S:27][C:21]3[CH:26]=[CH:25][CH:24]=[CH:23][CH:22]=3)=[C:5]([C:14]3[CH:19]=[CH:18][C:17]([CH3:20])=[CH:16][CH:15]=3)[N:6]=2)[CH:9]=1 |f:0.1|. Procedure details: The title compound was prepared according to Method A and the experimentals described for compound 139 from 3-(chloromethyl)-6-methyl-2-p-tolylimidazo[1,2-a]pyridine hydrochloride and benzenethiol. m/e+ 345 for C22H21N2 (M+H)+; 1H NMR (400 MHz, CDCl3) δ 7.81 (s, 1H), 7.59 (d, J=8.0 Hz, 2H), 7.54 (d, J=9.1 Hz, 1H), 7.35 (d, J=1.8 Hz, 2H), 7.32 (m, 5H), 7.07 (d, J=9.1 Hz, 1H), 4.54 (s, 2H), 2.39 (s, 3H), 2.34 (s, 3H) ppm. The reactants are [Br-].BrCCCCC[C@@H]1CC[C@H](CC1)[NH3+] (trans-4-(5-Bromo-pentyl)-cyclohexylammonium bromide), FC(C1=CC=C(C=C1)S(=O)(=O)Cl)(F)F (4-(trifluoromethyl)benzenesulfonylchloride). Run in C(Cl)Cl (CH2Cl2), OS(=O)(=O)[O-].[K+].CC(C)(C)OC (KHSO4 TBME). Reaction conditions: time 1.5 hour. Yields the product BrCCCCC[C@@H]1CC[C@H](CC1)NS(=O)(=O)C1=CC=C(C=C1)C(F)(F)F (trans-N-[4-(5-Bromo-pentyl)-cyclohexyl]-4-trifluoromethyl-benzenesulfonamide). Yield: 90.8%. RXN SMILES: [Br-].[Br:2][CH2:3][CH2:4][CH2:5][CH2:6][CH2:7][C@H:8]1[CH2:13][CH2:12][C@H:11]([NH3+:14])[CH2:10][CH2:9]1.[F:15][C:16]([F:28])([F:27])[C:17]1[CH:22]=[CH:21][C:20]([S:23](Cl)(=[O:25])=[O:24])=[CH:19][CH:18]=1>C(Cl)Cl.OS([O-])(=O)=O.[K+].CC(OC)(C)C>[Br:2][CH2:3][CH2:4][CH2:5][CH2:6][CH2:7][C@H:8]1[CH2:9][CH2:10][C@H:11]([NH:14][S:23]([C:20]2[CH:19]=[CH:18][C:17]([C:16]([F:15])([F:27])[F:28])=[CH:22][CH:21]=2)(=[O:25])=[O:24])[CH2:12][CH2:13]1 |f:0.1,4.5.6|. Procedure: A solution of 1.0 g (3.04 mmol) of trans-4-(5-Bromo-pentyl)-cyclohexylammonium bromide in 12 ml CH2Cl2 was first cooled at 0° C., treated with 0.8 g (3.27 mmol) 4-(trifluoromethyl)benzenesulfonylchloride and then with 1.2 ml (7.01 mmol; 2.3 equivalents) of Hünigsbase (during 30 min). After total 1.5 h at 0° C., the mixture was dissolved in aqueous 10% KHSO4/TBME (3×). The organic phases were washed with aqueous saturated NaHCO3 and aqueous 10% NaCl, dried over Na2SO4 and evaporated to give 1.38 ... Starting materials: C(C1=CC=CC=C1)OCCCC=1N=C(C(=NC1O)C(=O)OCC)C (ethyl 5-[3-(benzyloxy)propyl]-6-hydroxy-3-methylpyrazine-2-carboxylate). The reagents and catalysts are [OH-].[Pd+2].[OH-] (palladium hydroxide). Solvent: C(C)O (ethanol). Product: OC1=C(N=C(C(=N1)C(=O)OCC)C)CCCO (ethyl 6-hydroxy-5-(3-hydroxypropyl)-3-methylpyrazine-2-carboxylate). RXN SMILES: C([O:8][CH2:9][CH2:10][CH2:11][C:12]1[N:13]=[C:14]([CH3:24])[C:15]([C:19]([O:21][CH2:22][CH3:23])=[O:20])=[N:16][C:17]=1[OH:18])C1C=CC=CC=1>C(O)C.[OH-].[Pd+2].[OH-]>[OH:18][C:17]1[N:16]=[C:15]([C:19]([O:21][CH2:22][CH3:23])=[O:20])[C:14]([CH3:24])=[N:13][C:12]=1[CH2:11][CH2:10][CH2:9][OH:8] |f:2.3.4|. Procedure: A suspension of ethyl 5-[3-(benzyloxy)propyl]-6-hydroxy-3-methylpyrazine-2-carboxylate (2.91 g, 8.80 mmol) and palladium hydroxide (1.06 g) in ethanol (60 mL) was refluxed for 7 h. After being cooled to ambient temperature, the reaction mixture was filtrated through celite with ethanol. The filtrate was combined and concentrated in vacuo. The crude was purified by silica gel column chromatography (chloroform to chloroform:methanol=19:1) to give ethyl 6-hydroxy-5-(3-hydroxypropyl)-3-methylpyrazin... Reactants: C1=CC=CC=2C3=CC=CC=C3C(C12)OC(=O)N[C@@H](CC(=O)OC(C)(C)C)C(=O)O (N-[(9H-fluoren-9-yloxy)carbonyl]-3-(t-butoxycarbonyl)-L-alanine), C(C)(C)(C)OC([C@@H](N)CC1=CC=C(C=C1)OC(C)(C)C)=O (3-(p-t-butoxyphenyl)-L-alanine t-butyl ester). Yields the product C(C)(C)(C)OC([C@@H](NC([C@@H](NC(=O)OC1C2=CC=CC=C2C=2C=CC=CC12)CC(=O)OC(C)(C)C)=O)CC1=CC=C(C=C1)OC(C)(C)C)=O (N-[N-[(9H-fluoren-9-yloxy)carbonyl]-3-(t-butoxycarbonyl)-L-alanyl]-3-(p-t-butoxyphenyl)-L-alanine t-butyl ester), N1CCCCC1 (piperidine). Reaction SMILES: [CH:1]1[C:13]2[CH:12]([O:14][C:15]([NH:17][C@H:18]([C:27](O)=[O:28])[CH2:19][C:20]([O:22][C:23]([CH3:26])([CH3:25])[CH3:24])=[O:21])=[O:16])[C:11]3[C:6](=[CH:7][CH:8]=[CH:9][CH:10]=3)[C:5]=2[CH:4]=[CH:3][CH:2]=1.[C:30]([O:34][C:35](=[O:50])[C@H:36]([CH2:38][C:39]1[CH:44]=[CH:43][C:42]([O:45][C:46]([CH3:49])([CH3:48])[CH3:47])=[CH:41][CH:40]=1)[NH2:37])([CH3:33])([CH3:32])[CH3:31]>>[C:30]([O:34][C:35](=[O:50])[C@H:36]([CH2:38][C:39]1[CH:44]=[CH:43][C:42]([O:45][C:46]([CH3:49])([CH3:48])[CH3:47])=[CH:41][CH:40]=1)[NH:37][C:27](=[O:28])[C@H:18]([CH2:19][C:20]([O:22][C:23]([CH3:25])([CH3:24])[CH3:26])=[O:21])[NH:17][C:15]([O:14][CH:12]1[C:13]2[CH:1]=[CH:2][CH:3]=[CH:4][C:5]=2[C:6]2[C:11]1=[CH:10][CH:9]=[CH:8][CH:7]=2)=[O:16])([CH3:32])([CH3:33])[CH3:31].[NH:37]1[CH2:36][CH2:38][CH2:39][CH2:40][CH2:41]1. Reported procedure: N-[(9H-fluoren-9-yloxy)carbonyl]-3-(t-butoxycarbonyl)-L-alanine and 3-(p-t-butoxyphenyl)-L-alanine t-butyl ester were coupled to give N-[N-[(9H-fluoren-9-yloxy)carbonyl]-3-(t-butoxycarbonyl)-L-alanyl]-3-(p-t-butoxyphenyl)-L-alanine t-butyl ester and 5 ml of piperidine and the reaction solution was evaporated. The residue was suspended in methanol and insoluble material was filtered off. The filtrate was evaporated and chromatographed on silica gel using ethyl acetate to yield 2 g of 3-(t-butoxyp... Starting materials: FC1=C(OC2=C3C(=NC=C2)C=C(S3)C3=CCN(CC3)C(=O)OC(C)(C)C)C=CC(=C1)[N+](=O)[O-] (tert-Butyl 4-(7-(2-fluoro-4-nitrophenoxy)thieno[3,2-b]pyridin-2-yl)-5,6-dihydropyridine-1(2H)-carboxylate). Solvent: C(Cl)Cl (DCM). Run at time 2 hour. Product: FC1=C(OC2=C3C(=NC=C2)C=C(S3)C=3CCNCC3)C=CC(=C1)[N+](=O)[O-] (7-(2-Fluoro-4-nitrophenoxy)-2-(1,2,3,6-tetrahydropyridin-4-yl)thieno[3,2-b]pyridine). Isolated yield 99.5%. As a reaction SMILES: [F:1][C:2]1[CH:30]=[C:29]([N+:31]([O-:33])=[O:32])[CH:28]=[CH:27][C:3]=1[O:4][C:5]1[CH:10]=[CH:9][N:8]=[C:7]2[CH:11]=[C:12]([C:14]3[CH2:19][CH2:18][N:17](C(OC(C)(C)C)=O)[CH2:16][CH:15]=3)[S:13][C:6]=12>C(Cl)Cl>[F:1][C:2]1[CH:30]=[C:29]([N+:31]([O-:33])=[O:32])[CH:28]=[CH:27][C:3]=1[O:4][C:5]1[CH:10]=[CH:9][N:8]=[C:7]2[CH:11]=[C:12]([C:14]3[CH2:19][CH2:18][NH:17][CH2:16][CH:15]=3)[S:13][C:6]=12. Procedure: To a solution of tert-butyl 4-(7-(2-fluoro-4-nitrophenoxy)thieno[3,2-b]pyridin-2-yl)-5,6-dihydropyridine-1(2H)-carboxylate 267 (1 g, 2.13 mmol) in DCM (4.3 mL) TFA (4.3 mL) was added and the reaction mixture was stirred for 2 h at room temperature. The solvent was removed under reduced pressure, the residue was suspended in aqueous sodium bicarbonate, the mixture extracted with DCM, EtOAc and DCM; the combined organic phases were filtered and the recovered solids dried. The organic phase was dri... Starting materials: C(C)(C)(C)OC(=O)N1[C@H]([C@H](CCC1)NCC1=C(C=CC(=C1)C(C)(F)F)OC)C1=CC=CC=C1 ((2S, 3S)-1-tert-Butoxycarbonyl-3-(5-(1,1-Difluoroethyl)-2-methoxybenzyl)amino-2-phenylpiperidine), FC(C)(F)C=1C=CC(=C(CN[C@@H]2[C@@H](NCCC2)C2=CC=CC=C2)C1)OC(F)(F)F ((2S, 3S) -3-(5-(1,1-Difluoroethyl)-2-(trifluoromethoxy)benzyl)amino-2-phenylpiperidine). The product is FC(C)(F)C=1C=CC(=C(CN[C@@H]2[C@@H](NCCC2)C2=CC=CC=C2)C1)OC ((2S, 3S)-3-(5-(1,1-Difluoroethyl)-2-methoxybenzyl)amino-2-phenylpiperidine). RXN SMILES: C(OC([N:8]1[CH2:13][CH2:12][CH2:11][C@H:10]([NH:14][CH2:15][C:16]2[CH:21]=[C:20]([C:22]([F:25])([F:24])[CH3:23])[CH:19]=[CH:18][C:17]=2[O:26][CH3:27])[C@@H:9]1[C:28]1[CH:33]=[CH:32][CH:31]=[CH:30][CH:29]=1)=O)(C)(C)C.FC(C1C=CC(OC(F)(F)F)=C(C=1)CN[C@H]1CCCN[C@H]1C1C=CC=CC=1)(F)C>>[F:24][C:22]([C:20]1[CH:19]=[CH:18][C:17]([O:26][CH3:27])=[C:16]([CH:21]=1)[CH2:15][NH:14][C@H:10]1[CH2:11][CH2:12][CH2:13][NH:8][C@H:9]1[C:28]1[CH:33]=[CH:32][CH:31]=[CH:30][CH:29]=1)([F:25])[CH3:23]. Procedure: This compound was prepared from Compound 35 in the same manner of Compound 27